Dataset: the Open Reaction Database (ORD), a public repository of structured organic reaction records. Task: describe an organic reaction: reactants, conditions, products, and yield The reactants are S(=O)(=O)(OCC(CCCC)CC)C1=CC=C(C)C=C1 (2-Ethylhexyl tosylate), C1(=CCCCC1)CO (cyclohexene-1-methanol), CS(=O)C (DMSO), [H-].[Na+] (Sodium hydride). The solvent is O (water). Run at time 1 hour. The product is C(C)C(COCC1C=CCCC1)CCCC (3-(2-Ethylhexoxymethyl)cyclohexene). As a reaction SMILES: [C:1]1([CH2:7][OH:8])[CH2:6][CH2:5][CH2:4][CH2:3][CH:2]=1.CS(C)=O.[H-].[Na+].S(C1C=CC(C)=CC=1)(O[CH2:19][CH:20]([CH2:25][CH3:26])[CH2:21][CH2:22][CH2:23][CH3:24])(=O)=O>O>[CH2:25]([CH:20]([CH2:21][CH2:22][CH2:23][CH3:24])[CH2:19][O:8][CH2:7][CH:1]1[CH2:6][CH2:5][CH2:4][CH:3]=[CH:2]1)[CH3:26] |f:2.3|. Reported procedure: A 500 mL round bottom flask equipped with a mechanical stirrer was charged with 33.6g (0.30 mol) cyclohexene-1-methanol, and 260 mL of DMSO. Sodium hydride (8.43 g, 95% in purity; 0.334 mol) was slowly added to above mixture in ice bath over 40 min. After the above mixture was reacted at room temperature for 2 hrs, the reaction mixture was warmed to room temperature. 2-Ethylhexyl tosylate (85.2 g, 0.30 mol) was slowly added to the above mixture over 15 min. The reaction was carried out for anoth... The reactants are pyridinium bromide perbromide, O=C1CCC(=NN1)C1=CC=C(C=C1)C1=NNC(CC1)=O (1,4-bis(6-oxo-1,4,5,6-tetrahydropyridazin-3-yl)benzene), N1=CC=CC=C1 (pyridine). Run in C(C)(=O)O (acetic acid), C(C)(=O)O (acetic acid). Product: O=C1CCC(=NN1)C1=CC=C(C=C1)C=1C=CC(NN1)=O (6-[4-(6-Oxo-1,4,5,6-tetrahydropyridazin-3-yl)phenyl]pyridazin-3(2H)-one). As a reaction SMILES: C1C=C[NH+]=CC=1.Br[Br-]Br.[O:10]=[C:11]1[NH:16][N:15]=[C:14]([C:17]2[CH:22]=[CH:21][C:20]([C:23]3[CH2:28][CH2:27][C:26](=[O:29])[NH:25][N:24]=3)=[CH:19][CH:18]=2)[CH2:13][CH2:12]1.N1C=CC=CC=1>C(O)(=O)C>[O:29]=[C:26]1[NH:25][N:24]=[C:23]([C:20]2[CH:21]=[CH:22][C:17]([C:14]3[CH:13]=[CH:12][C:11](=[O:10])[NH:16][N:15]=3)=[CH:18][CH:19]=2)[CH2:28][CH2:27]1 |f:0.1|. Procedure details: A solution of pyridinium bromide perbromide (0.6 g) in hot acetic acid (50 ml) was added dropwise over 10 minutes to a refluxing mixture of 1,4-bis(6-oxo-1,4,5,6-tetrahydropyridazin-3-yl)benzene (0.5 g) and pyridine (0.3 ml) in glacial acetic acid (100 ml). After addition the clear brown solution was stirred under reflux for 3 hours and was cooled and filtered. The filtrate was concentrated to small volume (ca 10 ml) and was treated with distilled water (100 ml) to yield a brown solid which was ... Reactants: [H-].[Al+3].[Li+].[H-].[H-].[H-] (lithium aluminum hydride), CC1=CC=C(SC2=CC=C(C(=O)OCC)C=C2)C=C1 (ethyl 4-(4-methylthiophenoxy)benzoate), Cl (HCl). The solvent is O1CCCC1 (tetrahydrofurane), O1CCCC1 (tetrahydrofurane). Conditions: time 12 hour. Yields the product CC1=CC=C(SC2=CC=C(CO)C=C2)C=C1 (4-(4-methylthiophenoxy)benzyl alcohol). Isolated yield 92.5%. RXN SMILES: [H-].[Al+3].[Li+].[H-].[H-].[H-].[CH3:7][C:8]1[CH:25]=[CH:24][C:11]([S:12][C:13]2[CH:23]=[CH:22][C:16]([C:17](OCC)=[O:18])=[CH:15][CH:14]=2)=[CH:10][CH:9]=1.Cl>O1CCCC1>[CH3:7][C:8]1[CH:25]=[CH:24][C:11]([S:12][C:13]2[CH:23]=[CH:22][C:16]([CH2:17][OH:18])=[CH:15][CH:14]=2)=[CH:10][CH:9]=1 |f:0.1.2.3.4.5|. Procedure details: To a stirred mixture of lithium aluminum hydride (0.55 g, 14.6 mM) and dry tetrahydrofurane (100 ml) was added a solution (30 ml) of ethyl 4-(4-methylthiophenoxy)benzoate (4.00 g, 14.6 mM) in dry tetrahydrofurane at 0°-10° C., and the mixture was stirred for 12 h at room temperature. To this was added 10% HCl (200 ml) and the mixture was extracted with toluene. The extract was washed with saturated sodium hydrogen carbonate solution and brine, dried with magnesium sulfate, and concentrated in va... Reactants: C(O)(O)=O.NNC(=N)N (Aminoguanidine bicarbonate), C(=O)=O (carbon dioxide), C(C(O)CC(=O)O)(=O)O (DL-Malic acid). Solvent: O (water). Reaction conditions: time 18 hour. The product is C(C(O)CC(=O)[O-])(=O)[O-].NNC(=[NH2+])N.NNC(=[NH2+])N (Bis(aminoguanidinium) DL-Malate). RXN SMILES: [C:1]([OH:9])(=[O:8])[CH:2]([CH2:4][C:5]([OH:7])=[O:6])[OH:3].C(=O)(O)O.[NH2:14][NH:15][C:16]([NH2:18])=[NH:17].C(=O)=O>O>[C:1]([O-:9])(=[O:8])[CH:2]([CH2:4][C:5]([O-:7])=[O:6])[OH:3].[NH2:14][NH:15][C:16]([NH2:18])=[NH2+:17].[NH2:14][NH:15][C:16]([NH2:18])=[NH2+:17] |f:1.2,5.6.7|. Procedure details: DL-Malic acid (2.0 g, 14.92 mmol) was dissolved in 5 ml of distilled water. Aminoguanidine bicarbonate (4.06 g, 29.83 mmol) was added in portions at room temperature (carbon dioxide gas was evolved) and the reaction was stirred at room temperature for 18 hours. The water was removed in vacuo with heating to approximately 90° C. for 4 hours. The product was isolated as a white solid. The reactants are CCOc1ccc(B(O)O)cc1, COc1ccc2c(Cl)nc(Nc3cc[nH]n3)cc2c1. Yields the product CCOc1ccc(-c2nc(Nc3cc[nH]n3)cc3cc(OC)ccc23)cc1. As a reaction SMILES: [CH2:20]([CH3:21])[O:22][c:23]1[cH:24][cH:25][c:26]([B:29]([OH:30])[OH:31])[cH:27][cH:28]1.[Cl:1][c:2]1[n:3][c:4]([NH:14][c:15]2[n:16][nH:17][cH:18][cH:19]2)[cH:5][c:6]2[cH:7][c:8]([O:12][CH3:13])[cH:9][cH:10][c:11]12>>[c:2]1(-[c:26]2[cH:25][cH:24][c:23]([O:22][CH2:20][CH3:21])[cH:28][cH:27]2)[n:3][c:4]([NH:14][c:15]2[n:16][nH:17][cH:18][cH:19]2)[cH:5][c:6]2[cH:7][c:8]([O:12][CH3:13])[cH:9][cH:10][c:11]12. Reactants: CC1(OC2=C(C(=CC(=C2)C(C)C(CCCCC)C)O)C2=C1CCN(C2)CC#C)C (5,5-dimethyl-10-hydroxy-8-(3-methyl-2-octyl)-2-(2-propynyl)1,2,3,4-tetrahydro-5H-[1]benzopyrano[3,4-d]pyridine), colorless crystals, MeOH CHCl, Cl.CC(C(=O)O)CCN1CCOCC1 (α-methyl-γ-morpholinobutyric acid hydrochloride), C1(CCCCC1)N=C=NC1CCCCC1 (dicyclohexylcarbodiimide). Run in C(Cl)Cl (methylene chloride). Yields the product Cl.Cl.CC1(OC2=C(C(=CC(=C2)C(C)C(CCCCC)C)OC(C(CCN2CCOCC2)C)=O)C2=C1CCN(C2)CC#C)C (5,5-Dimethyl-10-[2-methyl-4-(morpholino)butyryloxy]-8-(3-methyl-2-octyl)-2-(2-propynyl)-1,2,3,4-tetrahydro-5H-[1]benzopyrano[3,4-d]pyridine dihydrochloride). RXN SMILES: [CH3:1][C:2]1([CH3:29])[C:21]2[CH2:22][CH2:23][N:24]([CH2:26][C:27]#[CH:28])[CH2:25][C:20]=2[C:5]2[C:6]([OH:19])=[CH:7][C:8]([CH:10]([CH:12]([CH3:18])[CH2:13][CH2:14][CH2:15][CH2:16][CH3:17])[CH3:11])=[CH:9][C:4]=2[O:3]1.[ClH:30].[CH3:31][CH:32]([CH2:36][CH2:37][N:38]1[CH2:43][CH2:42][O:41][CH2:40][CH2:39]1)[C:33](O)=[O:34].C1(N=C=NC2CCCCC2)CCCCC1>C(Cl)Cl>[ClH:30].[ClH:30].[CH3:29][C:2]1([CH3:1])[C:21]2[CH2:22][CH2:23][N:24]([CH2:26][C:27]#[CH:28])[CH2:25][C:20]=2[C:5]2[C:6]([O:19][C:33](=[O:34])[CH:32]([CH3:31])[CH2:36][CH2:37][N:38]3[CH2:39][CH2:40][O:41][CH2:42][CH2:43]3)=[CH:7][C:8]([CH:10]([CH:12]([CH3:18])[CH2:13][CH2:14][CH2:15][CH2:16][CH3:17])[CH3:11])=[CH:9][C:4]=2[O:3]1 |f:1.2,5.6.7|. Procedure: A combination of 5.0 g. (12.6 mmole) of 5,5-dimethyl-10-hydroxy-8-(3-methyl-2-octyl)-2-(2-propynyl)1,2,3,4-tetrahydro-5H-[1]benzopyrano[3,4-d]pyridine, 2.82 g. (12.6 mmole) of α-methyl-γ-morpholinobutyric acid hydrochloride, 2.78 g. (13.5 mmole) of dicyclohexylcarbodiimide and 250 ml. of methylene chloride was stirred at room temperature for 16 hours. The reaction mixture was cooled and the by-product of dicyclohexylurea was removed by suction filtration. The solvent was removed and the residue ... Reactants: C(C)(C)(C)N=NC1(CCCCC1)N=C=S (1-t-butylazo-1-isothiocyanatocyclohexane), [N-]=C=S (isothiocyanate), CNN (methylhydrazine), product. Solvent: CCCCC (pentane), CCCCC (Pentane). Yields the product C(C)(C)(C)N=NC1(CCCCC1)NC(N(N)C)=S (4-[1-(t-Butylazo)cyclohexyl]-2-methylthiosemicarbazide). Reaction SMILES: [C:1]([N:5]=[N:6][C:7]1([N:13]=[C:14]=[S:15])[CH2:12][CH2:11][CH2:10][CH2:9][CH2:8]1)([CH3:4])([CH3:3])[CH3:2].[CH3:16][NH:17][NH2:18].[N-]=C=S>CCCCC>[C:1]([N:5]=[N:6][C:7]1([NH:13][C:14](=[S:15])[N:17]([CH3:16])[NH2:18])[CH2:8][CH2:9][CH2:10][CH2:11][CH2:12]1)([CH3:4])([CH3:2])[CH3:3]. Procedure details: To 10.0 grams (.0434 moles) of 1-t-butylazo-1-isothiocyanatocyclohexane cooled to 5° C. and stirred with a magnetic stirrer in a 50 ml erlenmeyer flask was added 1.99 grams (.0434 moles) of methylhydrazine. The reaction was very exothermic and solids formed immediately. Pentane was added to form a slurry, the reaction mixture stirred for 30 minutes at room temperature and the pentane stripped from the slurry to leave a white solid weighing 10.7 grams (89% crude yield). The product melted at 118°... Starting materials: Cc1ccc(Br)cc1Cl, ClC(Cl)(Cl)Cl, CC(C)(C#N)N=NC(C)(C)C#N, O=C1CCC(=O)N1Br, O. The product is Clc1cc(Br)ccc1CBr. As a reaction SMILES: [Cl:1][c:2]1[c:3]([CH3:9])[cH:4][cH:5][c:6]([Br:8])[cH:7]1.[Cl:31][C:32]([Cl:33])([Cl:34])[Cl:35].[N:18]#[C:19][C:20]([N:21]=[N:22][C:23]([C:24]#[N:25])([CH3:26])[CH3:27])([CH3:28])[CH3:29].[O:10]=[C:11]1[N:12]([Br:17])[C:13](=[O:14])[CH2:15][CH2:16]1.[OH2:30]>>[Cl:1][c:2]1[c:3]([CH2:9][Br:17])[cH:4][cH:5][c:6]([Br:8])[cH:7]1. Reactants: NC=1SC2=C(N1)C=CC(=C2)C(=O)OCC (Ethyl 2-aminobenzothiazole-6-carboxylate), N(=O)OCCCCC (amyl nitrite), N(=O)OCCCCC (Amyl nitrite), N(=O)OCCCCC (amyl nitrite). Run in O1CCCC1 (tetrahydrofuran). Reaction conditions: time 1.5 hour. Yields the product S1C=NC2=C1C=C(C=C2)C(=O)OCC (Ethyl benzothiazole-6-carboxylate). The yield is 70.3%. Reaction SMILES: N[C:2]1[S:3][C:4]2[CH:10]=[C:9]([C:11]([O:13][CH2:14][CH3:15])=[O:12])[CH:8]=[CH:7][C:5]=2[N:6]=1.N(OCCCCC)=O>O1CCCC1>[S:3]1[C:4]2[CH:10]=[C:9]([C:11]([O:13][CH2:14][CH3:15])=[O:12])[CH:8]=[CH:7][C:5]=2[N:6]=[CH:2]1. Reported procedure: Ethyl 2-aminobenzothiazole-6-carboxylate (7.78 g, 35.0 mmol) prepared in the Step 36-1-1 was dissolved in tetrahydrofuran (100 ml). Amyl nitrite (8.2 g, 70.0 mmol) was added thereto, and the mixture was heated under reflux. After 1.5 hours, amyl nitrite (3.5 g, 30.0 mmol) was added thereto, and the resulting mixture was heated under reflux. After another 0.5 hours, amyl nitrite (2.6 g, 22.3 mmol) was added thereto, and the resulting mixture was heated under reflux. After being heated under reflu... Reactants: [N+](=O)([O-])C1=CC=C(CBr)C=C1 (4-nitrobenzyl bromide), N1N=CN=C1 (1,2,4-triazole), C1CCC2=NCCCN2CC1 (1,5-diazabicyclo[5.4.0]-5-undecene). Solvent: C(Cl)Cl (CH2Cl2). The product is [N+](=O)([O-])C1=CC=C(CN2N=CN=C2)C=C1 (1-(4-Nitro-benzyl)-1H-[1,2,4]triazole). Reaction SMILES: [N+:1]([C:4]1[CH:11]=[CH:10][C:7]([CH2:8]Br)=[CH:6][CH:5]=1)([O-:3])=[O:2].[NH:12]1[CH:16]=[N:15][CH:14]=[N:13]1.C1CCN2C(=NCCC2)CC1>C(Cl)Cl>[N+:1]([C:4]1[CH:11]=[CH:10][C:7]([CH2:8][N:12]2[CH:16]=[N:15][CH:14]=[N:13]2)=[CH:6][CH:5]=1)([O-:3])=[O:2]. Reported procedure: 1.0 g (4.63 mmol) of 4-nitrobenzyl bromide (Fluka, Buchs, Switzerland), 799 mg (11.6 mmol) of 1,2,4-triazole and 0.692 mL (4.63 mmol) of 1,5-diazabicyclo[5.4.0]-5-undecene (Fluka, Buchs, Switzerland) in 10 ml of CH2Cl2 are stirred at rt for 1.5 h. The reaction mixture is quenched with sat. aqueous NaHCO3 and extracted with CH2Cl2 (2×). The organic layers are washed with brine, dried over MgSO4, filtered and evaporated. The residue is purified by flash chromatography (CH2Cl2-MeOH 49:1 to 19:1) to...